Dataset: the Open Reaction Database (ORD), a public repository of structured organic reaction records. Task: describe an organic reaction: reactants, conditions, products, and yield Reactants: NC(=O)N (urea), CC(C)=C(C)C (2,3-dimethyl-2-butene), S(O)(O)(=O)=O (sulfuric acid), [OH-].[Na+] (sodium hydroxide). The solvent is C(C)(=O)O (acetic acid), C(C)(=O)O (acetic acid), O (water). Conditions: time 8 hour. Product: CC(C)(C(C)C)NC(=O)N (N-(2,3-dimethyl-2-butyl)urea). The yield is 81.7%. RXN SMILES: [NH2:1][C:2]([NH2:4])=[O:3].[CH3:5][C:6](=[C:8]([CH3:10])[CH3:9])[CH3:7].S(=O)(=O)(O)O.[OH-].[Na+]>O.C(O)(=O)C>[CH3:5][C:6]([NH:1][C:2]([NH2:4])=[O:3])([CH:8]([CH3:10])[CH3:9])[CH3:7] |f:3.4|. Procedure details: To the mixture of 288 mL glacial acetic acid, 412 g (6.86 mole) urea and 288 g (3.43 mole) 2,3-dimethyl-2-butene, the solution of 412 mL concentrated sulfuric acid and 412 mL of glacial acetic acid was added dropwise under stirring, while maintaining the reaction temperature at the range of 45° C. to 50° C., then stirred for 5 hours at the temperature of 50-55° C. The mixture stood overnight. Next day, the mixture was reacted for another 7 hours at the temperature of 50-55° C., then poured into ... RXN SMILES: [C:1]([O:2][C:3](=[O:4])[N:8]([c:9]1[cH:10][cH:11][c:12]([CH:15]=[CH:16][C:17](=[O:18])[O:19][CH2:20][CH3:21])[cH:13][n:14]1)[CH:22]1[CH2:23][N:24]([CH2:27][c:28]2[cH:29][cH:30][c:31]([O:34][CH3:35])[cH:32][cH:33]2)[CH2:25][CH2:26]1)([CH3:5])([CH3:6])[CH3:7].[CH3:36][O:37][c:38]1[cH:39][cH:40][cH:41][cH:42][cH:43]1.[CH3:59][CH2:60][O:61][C:62]([CH3:63])=[O:64].[Cl:56][CH2:57][Cl:58].[F:44][C:45]([F:46])([F:47])[C:48]([OH:49])=[O:50].[Na+:55].[O-:51][C:52]([OH:53])=[O:54].[OH2:65]>>[NH:8]([c:9]1[cH:10][cH:11][c:12]([CH:15]=[CH:16][C:17](=[O:18])[O:19][CH2:20][CH3:21])[cH:13][n:14]1)[CH:22]1[CH2:23][N:24]([CH2:27][c:28]2[cH:29][cH:30][c:31]([O:34][CH3:35])[cH:32][cH:33]2)[CH2:25][CH2:26]1. Starting materials: CCOC(=O)C=Cc1ccc(N(C(=O)OC(C)(C)C)C2CCN(Cc3ccc(OC)cc3)C2)nc1, COc1ccccc1, CCOC(C)=O, ClCCl, O=C(O)C(F)(F)F, [Na+], O=C([O-])O, O. Yields the product CCOC(=O)C=Cc1ccc(NC2CCN(Cc3ccc(OC)cc3)C2)nc1. Starting materials: COC(=O)O[C@H]1C[C@@H](CC2=CC=C3[C@@H]4CC[C@H](C(CS(=O)(=O)C5=CC=CC=C5)C)[C@]4(CC[C@@H]3[C@@]12C)C)OC(=O)OC (1α,3β-bis(methoxycarbonyloxy)-20-methyl-21-phenylsulfonylpregna-5,7-diene), C(CC(C)C)=O (isovaleraldehyde), solution, C(C)(C)[N-]C(C)C.[Li+] (lithium diisopropylamide), [Cl-].[NH4+] (ammonium chloride), solution, C(CCC)[Li] (butyllithium). Run in C(C)OCC (Diethyl ether), O1CCCC1 (tetrahydrofuran), O1CCCC1 (tetrahydrofuran), CCCCCC (hexane), C(C)(C)NC(C)C (diisopropylamine), O1CCCC1 (tetrahydrofuran). Reaction conditions: temperature -30 celsius, time 30 minute. Yields the product COC(=O)O[C@H]1C[C@@H](CC2=CC=C3[C@@H]4CC[C@H]([C@@H](C(C(CC(C)C)O)S(=O)(=O)C5=CC=CC=C5)C)[C@]4(CC[C@@H]3[C@@]12C)C)OC(=O)OC (1α,3β-bis(methoxycarbonyloxy)-22-phenylsulfonylcholesta-5,7-dien-23-ol). Yield: 48.8%. Reaction SMILES: [CH3:1][O:2][C:3]([O:5][C@@H:6]1[C@@:34]2([CH3:35])[C:10](=[CH:11][CH:12]=[C:13]3[C@@H:33]2[CH2:32][CH2:31][C@@:30]2([CH3:36])[C@H:14]3[CH2:15][CH2:16][C@@H:17]2[CH:18]([CH3:29])[CH2:19][S:20]([C:23]2[CH:28]=[CH:27][CH:26]=[CH:25][CH:24]=2)(=[O:22])=[O:21])[CH2:9][C@@H:8]([O:37][C:38]([O:40][CH3:41])=[O:39])[CH2:7]1)=[O:4].C([N-]C(C)C)(C)C.[Li+].C([Li])CCC.[CH:55](=[O:60])[CH2:56][CH:57]([CH3:59])[CH3:58].[Cl-].[NH4+]>O1CCCC1.CCCCCC.C(NC(C)C)(C)C.C(OCC)C>[CH3:1][O:2][C:3]([O:5][C@@H:6]1[C@@:34]2([CH3:35])[C:10](=[CH:11][CH:12]=[C:13]3[C@@H:33]2[CH2:32][CH2:31][C@@:30]2([CH3:36])[C@H:14]3[CH2:15][CH2:16][C@@H:17]2[C@H:18]([CH3:29])[CH:19]([S:20]([C:23]2[CH:24]=[CH:25][CH:26]=[CH:27][CH:28]=2)(=[O:21])=[O:22])[CH:55]([OH:60])[CH2:56][CH:57]([CH3:59])[CH3:58])[CH2:9][C@@H:8]([O:37][C:38]([O:40][CH3:41])=[O:39])[CH2:7]1)=[O:4] |f:1.2,5.6|. Procedure details: In 2 ml of tetrahydrofuran was dissolved 50 mg of 1α,3β-bis(methoxycarbonyloxy)-20-methyl-21-phenylsulfonylpregna-5,7-diene and the solution was cooled in a dry ice-acetone bath in an argon atmosphere. To the solution was added 0.4 ml of a solution of lithium diisopropylamide prepared from 2 ml of a 1.5N solution of butyllithium in hexane and 0.5 ml of diisopropylamine in 10 ml of tetrahydrofuran, and the resulting mixture was stirred at -30° C. for 30 minutes and then again cooled in a dry ice-... The reactants are N#Cc1ccc(F)cc1, Cc1cc(O)ccc1F. The product is Cc1cc(Oc2ccc(C#N)cc2)ccc1F. As a reaction SMILES: [F:10][c:11]1[cH:12][cH:13][c:14]([C:15]#[N:16])[cH:17][cH:18]1.[F:1][c:2]1[c:3]([CH3:9])[cH:4][c:5]([OH:8])[cH:6][cH:7]1>>[F:1][c:2]1[c:3]([CH3:9])[cH:4][c:5]([O:8][c:11]2[cH:12][cH:13][c:14]([C:15]#[N:16])[cH:17][cH:18]2)[cH:6][cH:7]1. Reactants: ice water, OC=1C(=CC=C2C=CC=NC12)C(=O)O (8-hydroxyquinoline-7-carboxylic acid), NC=1SC(=C(N1)O)C1=CC(=CC=C1)Cl (2-amino-5-(3-chlorophenyl)-4-hydroxy-1,3-thiazole), Cl.CN(CCCN=C=NCC)C (1-(3-dimethylaminopropyl)-3-ethylcarbodiimide hydrochloride), O.ON1N=NC2=C1C=CC=C2 (1-hydroxybenzotriazole monohydrate). Solvent: CN(C)C=O (DMF). Conditions: time 7 day. Yields the product ClC=1C=C(C=CC1)C1C(N=C(S1)NC(=O)C1=CC=C2C=CC=NC2=C1O)=O (N-[5-(3-Chlorophenyl)-4,5-dihydro-4-oxo-2-thiazolyl]-8-hydroxy-7-quinolinecarboxamide). Yield: 30.5%. Reaction SMILES: [OH:1][C:2]1[C:3]([C:12]([OH:14])=O)=[CH:4][CH:5]=[C:6]2[C:11]=1[N:10]=[CH:9][CH:8]=[CH:7]2.[NH2:15][C:16]1[S:17][C:18]([C:22]2[CH:27]=[CH:26][CH:25]=[C:24]([Cl:28])[CH:23]=2)=[C:19]([OH:21])[N:20]=1.Cl.CN(C)CCCN=C=NCC.O.ON1C2C=CC=CC=2N=N1>CN(C=O)C>[Cl:28][C:24]1[CH:23]=[C:22]([CH:18]2[S:17][C:16]([NH:15][C:12]([C:3]3[C:2]([OH:1])=[C:11]4[C:6]([CH:7]=[CH:8][CH:9]=[N:10]4)=[CH:5][CH:4]=3)=[O:14])=[N:20][C:19]2=[O:21])[CH:27]=[CH:26][CH:25]=1 |f:2.3,4.5|. Procedure: To a solution of 8-hydroxyquinoline-7-carboxylic acid (0.284 g) of Preparation 1 and 2-amino-5-(3-chlorophenyl)-4-hydroxy-1,3-thiazole (0.340 g) in 20 mL DMF is added 1-(3-dimethylaminopropyl)-3-ethylcarbodiimide hydrochloride (0.305 g) and 1-hydroxybenzotriazole monohydrate (0.217 g). The mixture is stirred at room temperature for 7 days. The solution is then poured into 30 mL ice-water. The resulting solid is collected and dried. The crude product is triturated with hot EtOAc, then with hot i-...